From a dataset of the Open Reaction Database (ORD), a public repository of structured organic reaction records. describe an organic reaction: reactants, conditions, products, and yield Reactants: O (water), O=C1C(CCCC(C1)C1=CC=CC=C1)C(=O)OC (methyl 2-oxo-4-phenylcycloheptanecarboxylate), [N+](=O)(O)[O-].NC(=N)N (guanidine nitrate), C([O-])([O-])=O.[K+].[K+] (potassium carbonate). Run in CN(C=O)C (N,N-dimethylformamide), C(C)(=O)O (acetic acid). Yields the product NC=1N=C(C2=C(N1)CC(CCC2)C2=CC=CC=C2)O (2-amino-8-phenyl-6,7,8,9-tetrahydro-5H-cyclohepta[d]pyrimidin-4-ol). As a reaction SMILES: O=[C:2]1[CH2:8][CH:7]([C:9]2[CH:14]=[CH:13][CH:12]=[CH:11][CH:10]=2)[CH2:6][CH2:5][CH2:4][CH:3]1[C:15]([O:17]C)=O.[N+]([O-])(O)=O.[NH2:23][C:24]([NH2:26])=[NH:25].C(=O)([O-])[O-].[K+].[K+].O>CN(C)C=O.C(O)(=O)C>[NH2:26][C:24]1[N:23]=[C:15]([OH:17])[C:3]2[CH2:4][CH2:5][CH2:6][CH:7]([C:9]3[CH:14]=[CH:13][CH:12]=[CH:11][CH:10]=3)[CH2:8][C:2]=2[N:25]=1 |f:1.2,3.4.5|. Procedure: A mixture of Example 11A (1.86 g, 7.55 mmol), guanidine nitrate (1.84 g, 15.1 mmol), and potassium carbonate (2.09 g, 15.1 mmol) was heated in N,N-dimethylformamide (7.5 mL) at 120° C. overnight. After this time, the mixture was cooled to room temperature and poured into water. The liquid was adjusted to pH 5 with acetic acid, then the precipitate was collected by filtration, washed with water, and air-dried. It was further dried by azeotroping with toluene to yield the title compound. 1H NMR (3... The reactants are C1(CCCCC1)CC(C(=O)O)N1N=CC(=CC1=O)OC1=C(C=CC=C1F)F (3-cyclohexyl-2-[4-(2,6-difluoro-phenoxy)-6-oxo-6H-pyridazin-1-yl]-propionic acid), NC1=NN(C=C1)CC(C)(O)C (1-(3-amino-pyrazol-1-yl)-2-methyl-propan-2-ol), C1(CCCCC1)CC(C(=O)O)N1N=CC(=CC1=O)OC1=C(C=CC=C1F)F (3-cyclohexyl-2-[4-(2,6-difluoro-phenoxy)-6-oxo-6H-pyridazin-1-yl]-propionic acid), NC1=NN(C=C1)CC(C)(O)C (1-(3-amino-pyrazol-1-yl)-2-methyl-propan-2-ol). Yields the product C1(CCCCC1)CC(C(=O)NC1=NN(C=C1)CC(C)(C)O)N1N=CC(=CC1=O)OC1=C(C=CC=C1F)F (3-cyclohexyl-2-[4-(2,6-difluoro-phenoxy)-6-oxo-6H-pyridazin-1-yl]-N-[1-(2-hydroxy-2-methyl-propyl)-1H-pyrazol-3-yl]-propionamide). Isolated yield 98.0%. RXN SMILES: [CH:1]1([CH2:7][CH:8]([N:12]2[C:17](=[O:18])[CH:16]=[C:15]([O:19][C:20]3[C:25]([F:26])=[CH:24][CH:23]=[CH:22][C:21]=3[F:27])[CH:14]=[N:13]2)[C:9]([OH:11])=O)[CH2:6][CH2:5][CH2:4][CH2:3][CH2:2]1.[NH2:28][C:29]1[CH:33]=[CH:32][N:31]([CH2:34][C:35]([CH3:38])([OH:37])[CH3:36])[N:30]=1>>[CH:1]1([CH2:7][CH:8]([N:12]2[C:17](=[O:18])[CH:16]=[C:15]([O:19][C:20]3[C:25]([F:26])=[CH:24][CH:23]=[CH:22][C:21]=3[F:27])[CH:14]=[N:13]2)[C:9]([NH:28][C:29]2[CH:33]=[CH:32][N:31]([CH2:34][C:35]([OH:37])([CH3:36])[CH3:38])[N:30]=2)=[O:11])[CH2:6][CH2:5][CH2:4][CH2:3][CH2:2]1. Reported procedure: Using the method described in Example 49, 3-cyclohexyl-2-[4-(2,6-difluoro-phenoxy)-6-oxo-6H-pyridazin-1-yl]-propionic acid (Intermediate 33) and 1-(3-amino-pyrazol-1-yl)-2-methyl-propan-2-ol (Intermediate 1) afforded 3-cyclohexyl-2-[4-(2,6-difluoro-phenoxy)-6-oxo-6H-pyridazin-1-yl]-N-[1-(2-hydroxy-2-methyl-propyl)-1H-pyrazol-3-yl]-propionamide as a white solid (2.0 g, 98%); ES+-HRMS m/e calcd for C26H31N5O4F2 [M+H+] 516.2417 found 516.2417. 1H-NMR (300 MHz, DMSO-d6) δ ppm 0.78-1.26 (m, 6H) 1.03 ...